Dataset: the Open Reaction Database (ORD), a public repository of structured organic reaction records. Task: describe an organic reaction: reactants, conditions, products, and yield The reactants are CCOC(=O)C(=O)c1cn(-c2ccc(OC(F)(F)F)cc2)c2ccc(-c3ccc(OC(F)(F)F)cc3)cc12, C1CCOC1, Cl, [Li+], [OH-]. The product is O=C(O)C(=O)c1cn(-c2ccc(OC(F)(F)F)cc2)c2ccc(-c3ccc(OC(F)(F)F)cc3)cc12. Reaction SMILES: [CH2:1]([CH3:2])[O:3][C:4]([C:5](=[O:6])[c:7]1[cH:8][n:9](-[c:27]2[cH:28][cH:29][c:30]([O:33][C:34]([F:35])([F:36])[F:37])[cH:31][cH:32]2)[c:10]2[cH:11][cH:12][c:13](-[c:16]3[cH:17][cH:18][c:19]([O:22][C:23]([F:24])([F:25])[F:26])[cH:20][cH:21]3)[cH:14][c:15]12)=[O:38].[CH2:42]1[O:43][CH2:44][CH2:45][CH2:46]1.[ClH:41].[Li+:40].[OH-:39]>>[O:3]=[C:4]([C:5](=[O:6])[c:7]1[cH:8][n:9](-[c:27]2[cH:28][cH:29][c:30]([O:33][C:34]([F:35])([F:36])[F:37])[cH:31][cH:32]2)[c:10]2[cH:11][cH:12][c:13](-[c:16]3[cH:17][cH:18][c:19]([O:22][C:23]([F:24])([F:25])[F:26])[cH:20][cH:21]3)[cH:14][c:15]12)[OH:38].